Dataset: the Open Reaction Database (ORD), a public repository of structured organic reaction records. Task: describe an organic reaction: reactants, conditions, products, and yield The reactants are O (water), NC=1C=C(C(=O)OCC)C=CC1 (ethyl 3-aminobenzoate), CC(CCC(C)=O)=O (hexane-2,5-dione), C(C)(=O)O (acetic acid). Run in C1=CC=CC=C1 (benzene). Yields the product CC=1N(C(=CC1)C)C=1C=C(C(=O)OCC)C=CC1 (ethyl 3-(2,5-dimethylpyrrol-1-yl)benzoate). Reaction SMILES: [NH2:1][C:2]1[CH:3]=[C:4]([CH:10]=[CH:11][CH:12]=1)[C:5]([O:7][CH2:8][CH3:9])=[O:6].[CH3:13][C:14](=O)[CH2:15][CH2:16][C:17](=O)[CH3:18].C(O)(=O)C.O>C1C=CC=CC=1>[CH3:18][C:17]1[N:1]([C:2]2[CH:3]=[C:4]([CH:10]=[CH:11][CH:12]=2)[C:5]([O:7][CH2:8][CH3:9])=[O:6])[C:14]([CH3:13])=[CH:15][CH:16]=1. Reported procedure: The mixture of ethyl 3-aminobenzoate (2.0 g), hexane-2,5-dione (1.8 ml) and acetic acid (0.7 ml) in benzene (10.0 ml) was heated under reflux for 5 hours, while water was removed in a Dean-Stark apparatus. To the mixture was added a mixture of ethyl acetate and water and the mixture was adjusted to pH 8 with potassium carbonate. The separated organic layer was washed with a brine, dried over magnesium sulfate and evaporated in vacuo to give ethyl 3-(2,5-dimethylpyrrol-1-yl)benzoate (2.9 g) as an... Starting materials: C(C1=CC=CC=C1)OC=1C=C(C=CC1N1S(NC(C1)=O)(=O)=O)/C=C/C(=O)NC(C(=O)O)(C)C (2{(E)-3-[3-benzyloxy-4-(1,1,4-trioxo-1,2,5-thiadiazolidin-2-yl)-phenyl]-acryloylamino}-2-methylpropionic acid). The reagents and catalysts are [Pd] (Pd/C). Solvent: CCOC(=O)C (EtOAc). Product: OC=1C=C(C=CC1N1S(NC(C1)=O)(=O)=O)CCC(=O)NC(C(=O)O)(C)C (2-{3-[3-Hydroxy-4-(1,1,4-trioxo-1,2,5-thiadiazolidin-2-yl)-phenyl]-propionylamino}-2-methylpropionic Acid). Reaction SMILES: C([O:8][C:9]1[CH:10]=[C:11](/[CH:23]=[CH:24]/[C:25]([NH:27][C:28]([CH3:33])([CH3:32])[C:29]([OH:31])=[O:30])=[O:26])[CH:12]=[CH:13][C:14]=1[N:15]1[CH2:19][C:18](=[O:20])[NH:17][S:16]1(=[O:22])=[O:21])C1C=CC=CC=1>CCOC(C)=O.[Pd]>[OH:8][C:9]1[CH:10]=[C:11]([CH2:23][CH2:24][C:25]([NH:27][C:28]([CH3:33])([CH3:32])[C:29]([OH:31])=[O:30])=[O:26])[CH:12]=[CH:13][C:14]=1[N:15]1[CH2:19][C:18](=[O:20])[NH:17][S:16]1(=[O:22])=[O:21]. Procedure: A solution of 2{(E)-3-[3-benzyloxy-4-(1,1,4-trioxo-1,2,5-thiadiazolidin-2-yl)-phenyl]-acryloylamino}-2-methylpropionic acid (40 mg) in EtOAc (4 mL) is hydrogenated at 1 atm over 20 mg of 10% Pd/C for 24 h. The catalyst is filtered through Celite and the solvent removed under reduced pressure to give the title compound as a yellow solid: (M−1)−=384, HPLC retention time=0.71 min. (Method A). Reactants: 5-(N',N'-Dimethylcarbamoyl)hydroxy-2-pyridine methylene, NO (hydroxylamine), CN(C(=O)Cl)C (Dimethylcarbamoyl chloride), N-(5-hydroxy-2-pyridinemethylene) hydroxylamine, N1=CC=CC=C1 (pyridine). The solvent is CC(=O)C (acetone). Conditions: time 8 hour. Product: C(=O)C1=NC=C(C=C1)O (2-Formyl-5-hydroxypyridine). The yield is 30.0%. As a reaction SMILES: N[OH:2].CN(C)[C:5](Cl)=[O:6].[N:9]1[CH:14]=[CH:13][CH:12]=[CH:11][CH:10]=1>CC(C)=O>[CH:5]([C:10]1[CH:11]=[CH:12][C:13]([OH:2])=[CH:14][N:9]=1)=[O:6]. Reported procedure: N-[5-(N',N'-Dimethylcarbamoyl)hydroxy-2-pyridine methylene] hydroxylamine. Dimethylcarbamoyl chloride (5.2 mL, 57 mmol) was added to a solution of N-(5-hydroxy-2-pyridinemethylene) hydroxylamine (6.53 g, 47 mmol) in 40 mL of pyridine. It was stirred at room temperature overnight and then the solvent was removed in vacuo, leaving a light green paste. The paste was dissolved in a minimum quantity of acetone and then triturated with ethyl acetate and placed in the freezer overnight. Glassy needles ... The reactants are NCC1=NC(=C2N=CN(C2=N1)[C@@H]1O[C@@H]([C@H]([C@H]1O)O)COC)NCC(C1=CC=CC=C1)C1=CC=CC=C1 ((2R,3R,4S,5R)-2-{2-(aminomethyl)-6-[(2,2-diphenylethyl)amino}-9H-purin-9-yl}-5-(methoxymethyl)tetrahydro-3,4-furandiol), C(C)(=O)O[BH-](OC(C)=O)OC(C)=O.[Na+] (sodium triacetoxyborohydride), ClC1=CC=C(C=O)C=C1 (4-chlorobenzaldehyde). Product: ClC1=CC=C(CNCC2=NC(=C3N=CN(C3=N2)[C@@H]2O[C@@H]([C@H]([C@H]2O)O)COC)NCC(C2=CC=CC=C2)C2=CC=CC=C2)C=C1 ((2R,3R,4S,5R)-2-{2-{[(4-Chlorobenzyl)amino]methyl}-6-[(2,2-diphenylethyl)amino]-9H-purin-9-yl}-5-(methoxymethyl)tetrahydro-3,4-furandiol). Yield: 21.5%. Procedure: The title compound was prepared by a similar method to example 5 using (2R,3R,4S,5R)-2-{2-(aminomethyl)-6-[(2,2-diphenylethyl)amino}-9H-purin-9-yl}-5-(methoxymethyl)tetrahydro-3,4-furandiol (example 1) (200 mg, 0.4 mmol), sodium triacetoxyborohydride (152 mg, 0.72 mmol) and 4-chlorobenzaldehyde (75 mg, 0.53 mmol). The product was purified by column chromatography on silica gel eluting with a solvent system of dichloromethane:methanol (98:2) gradually increasing polarity to dichloromethane:methan... Reaction SMILES: [NH2:1][CH2:2][C:3]1[N:11]=[C:10]2[C:6]([N:7]=[CH:8][N:9]2[C@H:12]2[C@H:16]([OH:17])[C@H:15]([OH:18])[C@@H:14]([CH2:19][O:20][CH3:21])[O:13]2)=[C:5]([NH:22][CH2:23][CH:24]([C:31]2[CH:36]=[CH:35][CH:34]=[CH:33][CH:32]=2)[C:25]2[CH:30]=[CH:29][CH:28]=[CH:27][CH:26]=2)[N:4]=1.C(O[BH-](OC(=O)C)OC(=O)C)(=O)C.[Na+].[Cl:51][C:52]1[CH:59]=[CH:58][C:55]([CH:56]=O)=[CH:54][CH:53]=1>>[Cl:51][C:52]1[CH:59]=[CH:58][C:55]([CH2:56][NH:1][CH2:2][C:3]2[N:11]=[C:10]3[C:6]([N:7]=[CH:8][N:9]3[C@H:12]3[C@H:16]([OH:17])[C@H:15]([OH:18])[C@@H:14]([CH2:19][O:20][CH3:21])[O:13]3)=[C:5]([NH:22][CH2:23][CH:24]([C:31]3[CH:36]=[CH:35][CH:34]=[CH:33][CH:32]=3)[C:25]3[CH:26]=[CH:27][CH:28]=[CH:29][CH:30]=3)[N:4]=2)=[CH:54][CH:53]=1 |f:1.2|. The reactants are CC1(CCC(C2=CC=CC=C12)=O)C (3,4-dihydro-4,4-dimethyl-1(2H)-naphthalenone), [Al+3].[Cl-].[Cl-].[Cl-] (AlCl3), BrBr (Bromine). Solvent: C(Cl)Cl (CH2Cl2). Run at temperature 70 celsius. The product is CC1(CCC(C2=CC(=CC=C12)Br)=O)C (3,4-dihydro4,4-dimethyl-7-bromo-1(2H)-naphthalenone). Yield: 80.0%. RXN SMILES: [Al+3].[Cl-].[Cl-].[Cl-].[CH3:5][C:6]1([CH3:17])[C:15]2[C:10](=[CH:11][CH:12]=[CH:13][CH:14]=2)[C:9](=[O:16])[CH2:8][CH2:7]1.[Br:18]Br>C(Cl)Cl>[CH3:5][C:6]1([CH3:17])[C:15]2[C:10](=[CH:11][C:12]([Br:18])=[CH:13][CH:14]=2)[C:9](=[O:16])[CH2:8][CH2:7]1 |f:0.1.2.3|. Procedure details: A 100 ml three-necked flask, fitted with an efficient reflux condenser and drying tube, and addition funnel, was charged with a mixture of AlCl3 9.5 g (71.4 mmol) and 3 ml of CH2Cl2. The 3,4-dihydro-4,4-dimethyl-1(2H)-naphthalenone (5.0 g, 28.7 mmol), was added dropwise with stirring (Caution: Exothermic Reaction!) to the mixture at room temperature. Bromine, 5.5 g (34.5 mmol), was then added very slowly, and the resulting mixture stirred for 2 hours at room temperature. (Note: if stirring stops...